Dataset: the Open Reaction Database (ORD), a public repository of structured organic reaction records. Task: describe an organic reaction: reactants, conditions, products, and yield The reactants are Cl (hydrochloric acid), C(C)(C)(C)OC(=O)NC1=C(C=C(C=C1C)C=1C=CN2C(C(=CC(=C2C1C)C1CC1)C(=O)OCC)=O)C (ethyl 8-(4-tert-butoxycarbonylamino-3,5-dimethylphenyl)-1-cyclopropyl-9-methyl-4-oxo-4H-quinolizine-3-carboxylate), [OH-].[Na+] (sodium hydroxide), Cl (hydrochloric acid). Solvent: C1CCOC1 (THF). Run at temperature 50 celsius, time 3 hour. Yields the product NC1=C(C=C(C=C1C)C=1C=CN2C(C(=CC(=C2C1C)C1CC1)C(=O)O)=O)C (8-(4-amino-3,5-dimethylphenyl)-1-cyclopropyl-9-methyl-4-oxo-4H-quinolizine-3-carboxylic acid). Isolated yield 38.7%. Reaction SMILES: C(OC([NH:8][C:9]1[C:14]([CH3:15])=[CH:13][C:12]([C:16]2[CH:17]=[CH:18][N:19]3[C:24]([C:25]=2[CH3:26])=[C:23]([CH:27]2[CH2:29][CH2:28]2)[CH:22]=[C:21]([C:30]([O:32]CC)=[O:31])[C:20]3=[O:35])=[CH:11][C:10]=1[CH3:36])=O)(C)(C)C.Cl.[OH-].[Na+]>C1COCC1>[NH2:8][C:9]1[C:10]([CH3:36])=[CH:11][C:12]([C:16]2[CH:17]=[CH:18][N:19]3[C:24]([C:25]=2[CH3:26])=[C:23]([CH:27]2[CH2:28][CH2:29]2)[CH:22]=[C:21]([C:30]([OH:32])=[O:31])[C:20]3=[O:35])=[CH:13][C:14]=1[CH3:15] |f:2.3|. Reported procedure: 14 mg of ethyl 8-(4-tert-butoxycarbonylamino-3,5-dimethylphenyl)-1-cyclopropyl-9-methyl-4-oxo-4H-quinolizine-3-carboxylate (Example 12) was dissolved in 1 ml of THF. 1 ml of 3 N hydrochloric acid was added to the obtained solution, and they were stirred at 50° C. for 3 hours. 2 ml of 3 N sodium hydroxide was added to the reaction mixture, and they were stirred at 50° C. for 14 hours and then neutralized with 1 N hydrochloric acid. The crystals thus precipitated were taken by the filtration to ob... Reactants: CO, [Na+], COC(=O)Cn1c(=O)sc2cc(Br)c(Cl)cc21, [OH-], O. Product: O=C(O)Cn1c(=O)sc2cc(Br)c(Cl)cc21. RXN SMILES: [CH3:18][OH:19].[Na+:21].[O:1]=[c:2]1[s:3][c:4]2[c:5]([n:6]1[CH2:7][C:8](=[O:9])[O:10][CH3:11])[cH:12][c:13]([Cl:17])[c:14]([Br:16])[cH:15]2.[OH-:20].[OH2:22]>>[O:1]=[c:2]1[s:3][c:4]2[c:5]([n:6]1[CH2:7][C:8](=[O:9])[OH:10])[cH:12][c:13]([Cl:17])[c:14]([Br:16])[cH:15]2.